This data is from the Open Reaction Database (ORD), a public repository of structured organic reaction records. The task is: describe an organic reaction: reactants, conditions, products, and yield Reactants: COC(CC(CC)(C)CC)=O (3-ethyl-3-methyl-pentanoic acid methyl ester), [H-].[H-].[H-].[H-].[Li+].[Al+3] (LiAlH4), ice water. The solvent is O1CCCC1 (tetrahydrofuran), O1CCCC1 (tetrahydrofuran). Reaction conditions: temperature 0 celsius, time 1 hour. The product is C(C)C(CCO)(CC)C (3-ethyl-3-methyl-pentan-1-ol). Isolated yield 106.2%. RXN SMILES: C[O:2][C:3](=O)[CH2:4][C:5]([CH2:9][CH3:10])([CH3:8])[CH2:6][CH3:7].[H-].[H-].[H-].[H-].[Li+].[Al+3]>O1CCCC1>[CH2:6]([C:5]([CH3:8])([CH2:9][CH3:10])[CH2:4][CH2:3][OH:2])[CH3:7] |f:1.2.3.4.5.6|. Reported procedure: Step C To a solution of 3-ethyl-3-methyl-pentanoic acid methyl ester (1.5 g, 9.4 mmol) in anhydrous tetrahydrofuran (30 mL) at 0° C. was added a tetrahydrofuran solution (2 M) of LiAlH4 (5 mL, 10 mmol) under nitrogen. The reaction mixture was stirred at 0° C. for 1 h, then poured into a ice-water. The mixture was extracted with ethyl acetate. The organic layer were separated, washed with water, aqueous HCl solution, brine, dried over MgSO4, and concentrated to give 3-ethyl-3-methyl-pentan-1-ol a...